Dataset: the Open Reaction Database (ORD), a public repository of structured organic reaction records. Task: describe an organic reaction: reactants, conditions, products, and yield Reaction conditions: time 15 hour. The reactants are Cl.N1C(=NC2=C1C=CC=C2)NC(=O)C=2N=CNC2C(=O)NC2=C(C=C(C=C2)OC2CCNCC2)Cl (N4-(1H-benzo[d]imidazol-2-yl)-N5-(2-chloro-4-(piperidin-4-yloxy)phenyl)-1H-imidazole-4,5-dicarboxamide hydrochloride), C=O (formaldehyde), CCN(C(C)C)C(C)C (DIEA), ClCCl (dichloromethane). The solvent is C1CCOC1 (THF). Yield: 55.2%. The product is N1C(=NC2=C1C=CC=C2)NC(=O)C=2N=CNC2C(=O)NC2=C(C=C(C=C2)OC2CCN(CC2)C)Cl (N4-1H-benzimidazol-2-yl-N5-(2-chloro-4-{[1-(methyl)piperidin-4-yl]oxy}phenyl)-1H-imidazole-4,5-dicarboxamide). Procedure details: A flask was charged with N4-(1H-benzo[d]imidazol-2-yl)-N5-(2-chloro-4-(piperidin-4-yloxy)phenyl)-1H-imidazole-4,5-dicarboxamide hydrochloride (115 mg, 0.22 mmol), formaldehyde, 30% wt (0.030 mL, 4 mmol), DIEA (0.080 mL, 0.5 mmol), dichloromethane (20 mL) and THF (20 mL), and the reaction mixture was stirred for 15 hours at room temperature. The reaction mixture was filtered, and the precipitate was discarded. The product was purified by reverse phase HPLC using ammonium acetate and acetonitrile ... Reaction SMILES: Cl.[NH:2]1[C:6]2[CH:7]=[CH:8][CH:9]=[CH:10][C:5]=2[N:4]=[C:3]1[NH:11][C:12]([C:14]1[N:15]=[CH:16][NH:17][C:18]=1[C:19]([NH:21][C:22]1[CH:27]=[CH:26][C:25]([O:28][CH:29]2[CH2:34][CH2:33][NH:32][CH2:31][CH2:30]2)=[CH:24][C:23]=1[Cl:35])=[O:20])=[O:13].C=O.[CH3:38]CN(C(C)C)C(C)C.ClCCl>C1COCC1>[NH:2]1[C:6]2[CH:7]=[CH:8][CH:9]=[CH:10][C:5]=2[N:4]=[C:3]1[NH:11][C:12]([C:14]1[N:15]=[CH:16][NH:17][C:18]=1[C:19]([NH:21][C:22]1[CH:27]=[CH:26][C:25]([O:28][CH:29]2[CH2:34][CH2:33][N:32]([CH3:38])[CH2:31][CH2:30]2)=[CH:24][C:23]=1[Cl:35])=[O:20])=[O:13] |f:0.1|. The reactants are C(\C=C\C(=O)O)(=O)O (fumaric acid), CC(CNC([C@@H](C[C@@H]([C@H](CN1C(CN(C(C1)=O)C1=C(C=CC=C1F)F)(C)C)N)O)C)=O)(C)C ((2R,4S,5S)-5-amino-6-[4-(2,6-difluorophenyl)-2,2-dimethyl-5-oxopiperazin-1-yl]-4-hydroxy-2-methylhexanoic acid 2,2-dimethylpropylamide), FC(C(=O)O)(F)F (trifluoroacetic acid), C(C)(C)(C)OC(N[C@H]([C@H](C[C@@H](C)C(NCC(C)(C)C(N)=O)=O)O)CN1C(CN(C(C1)=O)C1=C(C=CC=C1F)F)(C)C)=O ({(1S,2S,4R)-4-(2-carbamoyl-2-methylpropylcarbamoyl)-1-[4-(2,6-difluorophenyl)-2,2-dimethyl-5-oxopiperazin-1-ylmethyl]-2-hydroxypentyl}carbamic acid t-butyl ester). Solvent: C(Cl)Cl (methylene chloride), CO (methanol). Conditions: time 30 minute. Product: C(\C=C\C(=O)O)(=O)O.CC(CNC([C@@H](C[C@@H]([C@H](CN1C(CN(C(C1)=O)C1=C(C=CC=C1F)F)(C)C)N)O)C)=O)(C)C.N[C@H]([C@H](C[C@H](C(=O)NCC(C)(C)C)C)O)CN1C(CN(C(C1)=O)C1=C(C=CC=C1F)F)(C)C ((2R,4S,5S)-5-Amino-6-[4-(2,6-difluorophenyl)-2,2-dimethyl-5-oxopiperazin-1-yl]-4-hydroxy-2-methylhexanoic acid (2,2-dimethylpropyl)amide hemifumarate). The yield is 83.5%. RXN SMILES: FC(F)(F)C(O)=O.C(OC(=O)[NH:14][C@@H:15]([CH2:31][N:32]1[CH2:37][C:36](=[O:38])[N:35]([C:39]2[C:44]([F:45])=[CH:43][CH:42]=[CH:41][C:40]=2[F:46])[CH2:34][C:33]1([CH3:48])[CH3:47])[C@@H:16]([OH:30])[CH2:17][C@H:18]([C:20](=[O:29])[NH:21][CH2:22][C:23]([C:26](=O)N)([CH3:25])[CH3:24])[CH3:19])(C)(C)C.[C:50]([OH:57])(=[O:56])/[CH:51]=[CH:52]/[C:53]([OH:55])=[O:54].[CH3:58][C:59]([CH3:90])([CH3:89])[CH2:60][NH:61][C:62](=[O:88])[C@H:63]([CH3:87])[CH2:64][C@H:65]([OH:86])[C@@H:66]([NH2:85])[CH2:67][N:68]1[CH2:73][C:72](=[O:74])[N:71]([C:75]2[C:80]([F:81])=[CH:79][CH:78]=[CH:77][C:76]=2[F:82])[CH2:70][C:69]1([CH3:84])[CH3:83]>C(Cl)Cl.CO>[C:50]([OH:57])(=[O:56])/[CH:51]=[CH:52]/[C:53]([OH:55])=[O:54].[CH3:25][C:23]([CH3:24])([CH3:26])[CH2:22][NH:21][C:20](=[O:29])[C@H:18]([CH3:19])[CH2:17][C@H:16]([OH:30])[C@@H:15]([NH2:14])[CH2:31][N:32]1[CH2:37][C:36](=[O:38])[N:35]([C:39]2[C:44]([F:45])=[CH:43][CH:42]=[CH:41][C:40]=2[F:46])[CH2:34][C:33]1([CH3:47])[CH3:48].[NH2:85][C@@H:66]([CH2:67][N:68]1[CH2:73][C:72](=[O:74])[N:71]([C:75]2[C:76]([F:82])=[CH:77][CH:78]=[CH:79][C:80]=2[F:81])[CH2:70][C:69]1([CH3:83])[CH3:84])[C@@H:65]([OH:86])[CH2:64][C@@H:63]([CH3:87])[C:62]([NH:61][CH2:60][C:59]([CH3:89])([CH3:58])[CH3:90])=[O:88] |f:6.7.8|. Procedure: 0.90 ml of trifluoroacetic acid (11.7 mmol) was added to a solution of 221 mg of {(1S,2S,4R)-4-(2-carbamoyl-2-methylpropylcarbamoyl)-1-[4-(2,6-difluorophenyl)-2,2-dimethyl-5-oxopiperazin-1-ylmethyl]-2-hydroxypentyl}carbamic acid t-butyl ester obtained in Example (93c) (0.39 mmol) in methylene chloride (1.8 ml) at room temperature, and the mixture was stirred at the same temperature for 30 minutes. After concentration under reduced pressure, a saturated sodium bicarbonate aqueous solution was add... Reactants: FC1=C(C=CC=C1)[N+](=O)[O-] (1-fluoro-2-nitro-benzene), [Li+].C[Si](C)(C)[N-][Si](C)(C)C (LiHMDS), CC1=C(C=NC=C1)N (4-Methyl-pyridin-3-ylamine). The solvent is C(C)(=O)OCC (ethyl acetate), C1CCOC1 (THF), CCCCCC (hexane), C(C)(=O)OCC (ethyl acetate), C1CCOC1 (THF), C1CCOC1 (THF). Run at time 8 hour. Product: CC1=C(C=NC=C1)NC1=C(C=CC=C1)[N+](=O)[O-] ((4-Methyl-pyridin-3-yl)-(2-nitro-phenyl)-amine). Yield: 28.3%. RXN SMILES: [Li+].C[Si]([N-][Si](C)(C)C)(C)C.[CH3:11][C:12]1[CH:17]=[CH:16][N:15]=[CH:14][C:13]=1[NH2:18].F[C:20]1[CH:25]=[CH:24][CH:23]=[CH:22][C:21]=1[N+:26]([O-:28])=[O:27]>C1COCC1.CCCCCC.C(OCC)(=O)C>[CH3:11][C:12]1[CH:17]=[CH:16][N:15]=[CH:14][C:13]=1[NH:18][C:20]1[CH:25]=[CH:24][CH:23]=[CH:22][C:21]=1[N+:26]([O-:28])=[O:27] |f:0.1|. Procedure: 1M LiHMDS solution (9.25 mL, 9.25 mmol) in THF was added drop wise to a cooled solution of 4-Methyl-pyridin-3-ylamine (1 g, 9.25 mmol) in THF (10 mL) at 0° C. under nitrogen atmosphere. The resulting mixture was added drop wise to a solution of 1-fluoro-2-nitro-benzene (0.98 mL, 9.25 mmol) in THF at 0° C. The resulting reaction mass was stirred at room temperature overnight. The reaction was monitored by TLC (50% ethyl acetate in hexane). The reaction mixture was diluted with ethyl acetate and c... Reactants: FC=1C=C(C(=O)O)C=CC1C=1SC2=NC(=CC=C2N1)C1(CC1)C1=CC=CC=C1 (3-fluoro-4-(5-(1-phenylcyclopropyl)thiazolo[5,4-b]pyridine-2-yl)benzoic acid), Cl.COC(CN)=O (glycine methyl ester hydrochloride). Product: amide, FC=1C=C(C(=O)NCC(=O)OC)C=CC1C=1SC2=NC(=CC=C2N1)C1(CC1)C1=CC=CC=C1 (methyl 2-(3-fluoro-4-(5-(1-phenylcyclopropyl)thiazolo[5,4-b]pyridine-2-yl)benzamido)acetate). As a reaction SMILES: [F:1][C:2]1[CH:3]=[C:4]([CH:8]=[CH:9][C:10]=1[C:11]1[S:12][C:13]2[C:18]([N:19]=1)=[CH:17][CH:16]=[C:15]([C:20]1([C:23]3[CH:28]=[CH:27][CH:26]=[CH:25][CH:24]=3)[CH2:22][CH2:21]1)[N:14]=2)[C:5](O)=[O:6].Cl.[CH3:30][O:31][C:32](=[O:35])[CH2:33][NH2:34]>>[F:1][C:2]1[CH:3]=[C:4]([CH:8]=[CH:9][C:10]=1[C:11]1[S:12][C:13]2[C:18]([N:19]=1)=[CH:17][CH:16]=[C:15]([C:20]1([C:23]3[CH:24]=[CH:25][CH:26]=[CH:27][CH:28]=3)[CH2:21][CH2:22]1)[N:14]=2)[C:5]([NH:34][CH2:33][C:32]([O:31][CH3:30])=[O:35])=[O:6] |f:1.2|. Reported procedure: Reaction of 3-fluoro-4-(5-(1-phenylcyclopropyl)thiazolo[5,4-b]pyridine-2-yl)benzoic acid (0.050 g, 0.13 mmol) and glycine methyl ester hydrochloride (0.019 g, 0.15 mmol), according to Reference S and the general procedure for amide formation afforded methyl 2-(3-fluoro-4-(5-(1-phenylcyclopropyl)thiazolo[5,4-b]pyridine-2-yl)benzamido)acetate. MS (ESI) m/z: Calculated: 461.1; Observed: 462.0 (M++1). Reactants: solution, C(CCC)[Li] (n-butyllithium), CC1(N2C(CC2CCO1)=O)C (2,2-dimethyl-1-aza-3-oxabicyclo[4.2.0]octan-8-one), C1(=CC=C(C=C1)S(=O)(=O)N=[N+]=[N-])C (p-toluenesulfonyl azide), C(C)(C)NC(C)C (diisopropylamine), C[Si](C)(C)Cl (trimethylsilyl chloride). The solvent is CCCCCC (n-hexane), O1CCCC1 (tetrahydrofuran), O1CCCC1 (tetrahydrofuran), O1CCCC1 (tetrahydrofuran). Product: CC1(N2C(C(C2CCO1)N=[N+]=[N-])=O)C (2,2-dimethyl-7-azido-1-aza-3-oxabicyclo[4.2.0]octan-8-one). As a reaction SMILES: C([Li])CCC.C(NC(C)C)(C)C.[CH3:13][C:14]1([CH3:23])[O:21][CH2:20][CH2:19][CH:18]2[N:15]1[C:16](=[O:22])[CH2:17]2.C1(C)C=CC(S([N:33]=[N+:34]=[N-:35])(=O)=O)=CC=1.C[Si](Cl)(C)C>CCCCCC.O1CCCC1>[CH3:13][C:14]1([CH3:23])[O:21][CH2:20][CH2:19][CH:18]2[N:15]1[C:16](=[O:22])[CH:17]2[N:33]=[N+:34]=[N-:35]. Procedure: In a nitrogen stream under stirring, 50 ml of dry tetrahydrofuran is cooled to -78° C. and, then, 20 ml of a solution of 15% n-butyllithium in n-hexane is added thereto. After dropwise addition of 3.66 ml of diisopropylamine, the mixture is stirred at -78° C. for 15 minutes. A solution of 3.1 g of 2,2-dimethyl-1-aza-3-oxabicyclo[4.2.0]octan-8-one in 15 ml of dry tetrahydrofuran is added dropwise and the mixture is stirred at -78° C. for one hour. Then, a solution of 4.34 g of p-toluenesulfonyl a...